From a dataset of the Open Reaction Database (ORD), a public repository of structured organic reaction records. describe an organic reaction: reactants, conditions, products, and yield The reactants are CCSc1scnc1C(=O)OC, CO, [Na+], [OH-], O. The product is CCSc1scnc1C(=O)O. Reaction SMILES: [CH2:1]([CH3:2])[S:3][c:4]1[c:5]([C:9](=[O:10])[O:11][CH3:12])[n:6][cH:7][s:8]1.[CH3:15][OH:16].[Na+:14].[OH-:13].[OH2:17]>>[CH2:1]([CH3:2])[S:3][c:4]1[c:5]([C:9](=[O:10])[OH:11])[n:6][cH:7][s:8]1.